From a dataset of the Open Reaction Database (ORD), a public repository of structured organic reaction records. describe an organic reaction: reactants, conditions, products, and yield The product is C(C)(=O)C=1C=C(C(=C(CN(C)C)C1)N)Br (5-Acetyl-2-amino-3-bromo-N,N-dimethyl-benzylamine). The reactants are BrBr (bromine), Cl.C(C)(=O)C=1C=CC(=C(CN(C)C)C1)N (5-acetyl-2-amino-N,N-dimethyl-benzylamine hydrochloride), N (ammonia). Procedure details: 9.0 gm of bromine were added dropwise to a solution of 12.8 gm of 5-acetyl-2-amino-N,N-dimethyl-benzylamine hydrochloride in 100 ml of 80% acetic acid. Subsequently, the reaction mixture was made alkaline with 2 N ammonia, extracted twice with chloroform, and the organic extract was evaporated. By recrystallization of the residue from ethanol/water, 5-acetyl-2-amino-3-bromo-N,N-dimethyl-benzylamine, m.p. 92-95° C, was obtained. RXN SMILES: [Br:1]Br.Cl.[C:4]([C:7]1[CH:8]=[CH:9][C:10]([NH2:17])=[C:11]([CH:16]=1)[CH2:12][N:13]([CH3:15])[CH3:14])(=[O:6])[CH3:5].N>C(O)(=O)C>[C:4]([C:7]1[CH:8]=[C:9]([Br:1])[C:10]([NH2:17])=[C:11]([CH:16]=1)[CH2:12][N:13]([CH3:14])[CH3:15])(=[O:6])[CH3:5] |f:1.2|. Solvent: C(C)(=O)O (acetic acid).